describe an organic reaction: reactants, conditions, products, and yield From a dataset of the Open Reaction Database (ORD), a public repository of structured organic reaction records. The reactants are F[C@@H]1CO[C@@H](CC[C@H]1NC(OC(C)(C)C)=O)C1=C(C=NN1C)[N+](=O)[O-] (tert-butyl ((3S,4R,7S)-3-fluoro-7-(1-methyl-4-nitro-1H-pyrazol-5-yl)oxepan-4-yl)carbamate), F[C@@H]1CO[C@@H](CC[C@H]1NC(OC(C)(C)C)=O)C1=C(C=NN1C)[N+](=O)[O-] (tert-butyl ((3S,4R,7S)-3-fluoro-7-(1-methyl-4-nitro-1H-pyrazol-5-yl)oxepan-4-yl)carbamate), FC1=C(C(=CC(=C1)C1(CCOCC1)F)F)C1=C(C=CC(=N1)C(=O)O)F (6-(2,6-difluoro-4-(4-fluorotetrahydro-2H-pyran-4-yl)phenyl)-5-fluoropicolinic acid). Yields the product N[C@@H]1CC[C@H](OC[C@H]1F)C1=C(C=NN1C)NC(C1=NC(=C(C=C1)F)C1=C(C=C(C=C1F)C1(CCOCC1)F)F)=O (N-(5-((2S,5R,6S)-5-amino-6-fluorooxepan-2-yl)-1-methyl-1H-pyrazol-4-yl)-6-(2,6-difluoro-4-(4-fluorotetrahydro-2H-pyran-4-yl)phenyl)-5-fluoropicolinamide). RXN SMILES: [F:1][C@H:2]1[C@H:8]([NH:9]C(=O)OC(C)(C)C)[CH2:7][CH2:6][C@@H:5]([C:17]2[N:21]([CH3:22])[N:20]=[CH:19][C:18]=2[N+:23]([O-])=O)[O:4][CH2:3]1.[F:26][C:27]1[CH:32]=[C:31]([C:33]2([F:39])[CH2:38][CH2:37][O:36][CH2:35][CH2:34]2)[CH:30]=[C:29]([F:40])[C:28]=1[C:41]1[N:46]=[C:45]([C:47](O)=[O:48])[CH:44]=[CH:43][C:42]=1[F:50]>>[NH2:9][C@H:8]1[C@H:2]([F:1])[CH2:3][O:4][C@H:5]([C:17]2[N:21]([CH3:22])[N:20]=[CH:19][C:18]=2[NH:23][C:47](=[O:48])[C:45]2[CH:44]=[CH:43][C:42]([F:50])=[C:41]([C:28]3[C:29]([F:40])=[CH:30][C:31]([C:33]4([F:39])[CH2:34][CH2:35][O:36][CH2:37][CH2:38]4)=[CH:32][C:27]=3[F:26])[N:46]=2)[CH2:6][CH2:7]1. Procedure: Following the procedure for Example 111 starting from tert-butyl ((3S,4R,7S)-3-fluoro-7-(1-methyl-4-nitro-1H-pyrazol-5-yl)oxepan-4-yl)carbamate (Intermediate 80), and replacing 5-((tert-butoxycarbonyl)amino)-2-(2,6-difluorophenyl)thiazole-4-carboxylic acid with 6-(2,6-difluoro-4-(4-fluorotetrahydro-2H-pyran-4-yl)phenyl)-5-fluoropicolinic acid (see US2012/225062) gave 206. 1H NMR (400 MHz, DMSO-d6) δ 10.22 (s, 1H), 8.30 (dd, J=8.7, 4.0 Hz, 1H), 8.17 (t, J=8.9 Hz, 1H), 7.92 (s, 1H), 7.41 (d, J=9.2... Reported procedure: Prepare a solution of N-(2-hydroxypropyl)benzamide (8.22 g, 45.9 mmol) in methylene chloride (100 mL). Add N-methylmorpholine N-oxide (7.0 g, 60.0 mmol) followed by powdered 4 Å molecular sieves. Cool the mixture to 0° C. and add tetra-n-propylammonium perruthenate in one portion. Stir the mixture for 30 minutes and then warm to room temperature for 1 hour and filter through Celite®. Concentrate the filtrate and flash-chromatograph on silica gel eluting with 100% ethyl acetate to afford 6.1 g of... Reaction conditions: temperature 0 celsius, time 30 minute. The yield is 75.0%. RXN SMILES: [OH:1][CH:2]([CH3:13])[CH2:3][NH:4][C:5](=[O:12])[C:6]1[CH:11]=[CH:10][CH:9]=[CH:8][CH:7]=1.C[N+]1([O-])CCOCC1>C(Cl)Cl.[Ru]([O-])(=O)(=O)=O.C([N+](CCC)(CCC)CCC)CC>[O:1]=[C:2]([CH3:13])[CH2:3][NH:4][C:5](=[O:12])[C:6]1[CH:11]=[CH:10][CH:9]=[CH:8][CH:7]=1 |f:3.4|. The solvent is C(Cl)Cl (methylene chloride). Starting materials: OC(CNC(C1=CC=CC=C1)=O)C (N-(2-hydroxypropyl)benzamide), C[N+]1(CCOCC1)[O-] (N-methylmorpholine N-oxide). Yields the product O=C(CNC(C1=CC=CC=C1)=O)C (N-(2-oxopropyl)benzamide). Reagents/catalysts: [Ru](=O)(=O)(=O)[O-].C(CC)[N+](CCC)(CCC)CCC (tetra-n-propylammonium perruthenate). Reactants: C(C)(=O)O (acetic acid), NC1=CC=C(C=2C(C3=CC=CC=C3C(C12)=O)=O)N (1,4-diaminoanthraquinone), ice water, C(CCCCCCC)OC1=CC=C(C=O)C=C1 (p-octyloxybenzaldehyde). The solvent is CO (methanol). Product: C(CCCCCCC)OC1=CC=C(C=NC2=CC=C(C=3C(C4=CC=CC=C4C(C23)=O)=O)N=CC2=CC=C(C=C2)OCCCCCCCC)C=C1 (1,4-bis(p-octyloxybenzylidene amino)anthraquinone). As a reaction SMILES: [C:1]([OH:4])(=O)[CH3:2].[NH2:5][C:6]1[C:19]2[C:18](=[O:20])[C:17]3[C:12](=[CH:13][CH:14]=[CH:15][CH:16]=3)[C:11](=[O:21])[C:10]=2[C:9]([NH2:22])=[CH:8][CH:7]=1.[CH2:23]([O:31][C:32]1[CH:39]=[CH:38][C:35]([CH:36]=O)=[CH:34][CH:33]=1)[CH2:24][CH2:25][CH2:26][CH2:27][CH2:28][CH2:29][CH3:30]>CO>[CH2:30]([O:4][C:1]1[CH:2]=[CH:36][C:35]([CH:38]=[N:5][C:6]2[C:19]3[C:18](=[O:20])[C:17]4[C:12](=[CH:13][CH:14]=[CH:15][CH:16]=4)[C:11](=[O:21])[C:10]=3[C:9]([N:22]=[CH:36][C:35]3[CH:38]=[CH:39][C:32]([O:31][CH2:23][CH2:24][CH2:25][CH2:26][CH2:27][CH2:28][CH2:29][CH3:30])=[CH:33][CH:34]=3)=[CH:8][CH:7]=2)=[CH:34][CH:33]=1)[CH2:29][CH2:28][CH2:27][CH2:26][CH2:25][CH2:24][CH3:23]. Procedure details: In a round-bottomed flask fitted with thermometer, reflux condenser and stirrer is placed a mixture of 25 ml. glacial acetic acid and 50 ml methanol and in it is dissolved 2.38 g (0.1 mol) 1,4-diaminoanthraquinone. There is taken added 4.68 g (0.2 mol) p-octyloxybenzaldehyde and the mixture is heated at 90° for one hour. The reaction mixture is cooled to about 20°-25° and poured into ice water. The precipitated product is collected and recrystallized from ethylene glycol monomethyl ether or 1:1 ... Product: CCOc1ccc(C#Cc2ccc(OCOC)cn2)cc1. Starting materials: COCOc1ccc(Br)nc1, C#Cc1ccc(OCC)cc1, CCOC(C)=O, [Cu]I. RXN SMILES: [Br:1][c:2]1[n:3][cH:4][c:5]([O:8][CH2:9][O:10][CH3:11])[cH:6][cH:7]1.[CH2:12]([CH3:13])[O:14][c:15]1[cH:16][cH:17][c:18]([C:21]#[CH:22])[cH:19][cH:20]1.[CH3:23][CH2:24][O:25][C:26](=[O:27])[CH3:28].[Cu:29][I:30]>>[c:2]1([C:22]#[C:21][c:18]2[cH:17][cH:16][c:15]([O:14][CH2:12][CH3:13])[cH:20][cH:19]2)[n:3][cH:4][c:5]([O:8][CH2:9][O:10][CH3:11])[cH:6][cH:7]1.